This data is from the Open Reaction Database (ORD), a public repository of structured organic reaction records. The task is: describe an organic reaction: reactants, conditions, products, and yield Reactants: Cc1cccc(C)c1NC(=O)C1CCCCN1C(=O)OCc1ccccc1, CO. Product: Cc1cccc(C)c1NC(=O)C1CCCCN1. RXN SMILES: [CH3:1][c:2]1[c:3]([NH:9][C:10](=[O:11])[CH:12]2[N:13]([C:18]([O:19][CH2:20][c:21]3[cH:22][cH:23][cH:24][cH:25][cH:26]3)=[O:27])[CH2:14][CH2:15][CH2:16][CH2:17]2)[c:4]([CH3:8])[cH:5][cH:6][cH:7]1.[CH3:28][OH:29]>>[CH3:1][c:2]1[c:3]([NH:9][C:10](=[O:11])[CH:12]2[NH:13][CH2:14][CH2:15][CH2:16][CH2:17]2)[c:4]([CH3:8])[cH:5][cH:6][cH:7]1.